describe an organic reaction: reactants, conditions, products, and yield From a dataset of the Open Reaction Database (ORD), a public repository of structured organic reaction records. The reactants are [Na+].CC(C(C(=O)[O-])=O)(C)C (trimethylpyruvic acid sodium salt), Cl.NO (hydroxylamine hydrochloride). Solvent: O (water). Product: CC(C(C(=O)O)=NO)(C)C (trimethylpyruvic acid oxime). The yield is 81.2%. Reaction SMILES: [Na+].[CH3:2][C:3]([CH3:10])([CH3:9])[C:4](=O)[C:5]([O-:7])=[O:6].Cl.[NH2:12][OH:13]>O>[CH3:2][C:3]([CH3:10])([CH3:9])[C:4](=[N:12][OH:13])[C:5]([OH:7])=[O:6] |f:0.1,2.3|. Procedure details: 163 g (1 mole) 93.5% trimethylpyruvic acid sodium salt and 69.5 g (1 mole) hydroxylamine hydrochloride were dissolved at 40° C. in 450 ml water. The product crystallized out during slow cooling under agitation. After 1.5 h agitation in an ice bath the crystals were filtered off, washed with 150 ml ice water, dried in a vacuum at 60° C., and then further dried in a vacuum desiccator over phosphorus pentaoxide to constant weight. 117.8 g trimethylpyruvic acid oxime (81% yield) in the form of color... The reactants are C1(=CC=CC=C1)C(C(=O)OC)C1=CC=CC=C1 (methyl 2,2-diphenylacetate), O.NN (hydrazine hydrate). The solvent is CCO (EtOH). Conditions: time 1 hour. The product is C1(=CC=CC=C1)C(C(=O)NN)C1=CC=CC=C1 (2,2-Diphenylacetohydrazide). Yield: 97.0%. As a reaction SMILES: [C:1]1([CH:7]([C:12]2[CH:17]=[CH:16][CH:15]=[CH:14][CH:13]=2)[C:8](OC)=[O:9])[CH:6]=[CH:5][CH:4]=[CH:3][CH:2]=1.O.[NH2:19][NH2:20]>CCO>[C:1]1([CH:7]([C:12]2[CH:17]=[CH:16][CH:15]=[CH:14][CH:13]=2)[C:8]([NH:19][NH2:20])=[O:9])[CH:6]=[CH:5][CH:4]=[CH:3][CH:2]=1 |f:1.2|. Procedure: To a stirred solution of methyl 2,2-diphenylacetate (0.5 g, 1 equiv) in anhydrous EtOH (150 mL) was added hydrazine hydrate (8 mL) and heated to reflux. Stirring was then continued for 1 hour. The reaction mixture was then cooled and the solvents removed under reduced pressure. The crude oil was diluted with EtOAc and washed with H2O and the organic phase dried over Na2SO4, filtered, and the solvents removed under reduced pressure to yield a yellow oil (0.97 g, 97%) that was used without further...